From a dataset of the Open Reaction Database (ORD), a public repository of structured organic reaction records. describe an organic reaction: reactants, conditions, products, and yield Starting materials: CC(=O)O[BH-](OC(C)=O)OC(C)=O, CCOc1cc(C=O)c(C#N)c(F)c1OCC, CCOC(C)=O, [Na+], O. Yields the product CCOc1cc(CO)c(C#N)c(F)c1OCC. RXN SMILES: [C:24]([O:25][BH-:26]([O:27][C:28](=[O:29])[CH3:30])[O:31][C:32](=[O:33])[CH3:34])(=[O:35])[CH3:36].[CH2:1]([CH3:2])[O:3][c:4]1[c:5]([F:17])[c:6]([C:7]#[N:8])[c:9]([CH:15]=[O:16])[cH:10][c:11]1[O:12][CH2:13][CH3:14].[CH3:18][CH2:19][O:20][C:21](=[O:22])[CH3:23].[Na+:37].[OH2:38]>>[CH2:1]([CH3:2])[O:3][c:4]1[c:5]([F:17])[c:6]([C:7]#[N:8])[c:9]([CH2:15][OH:16])[cH:10][c:11]1[O:12][CH2:13][CH3:14]. Starting materials: COC(=O)C(C)NCCCCC(NC(=O)OC(C)(C)C)C(=O)O, CCOC(C)=O, C(=NC1CCCCC1)=NC1CCCCC1, CN(C)C=O, O=C1CCC(=O)N1O. The product is COC(=O)C(C)N1CCCCC(NC(=O)OC(C)(C)C)C1=O. As a reaction SMILES: [C:1]([CH3:2])([CH3:3])([CH3:4])[O:5][C:6](=[O:7])[NH:8][CH:9]([CH2:10][CH2:11][CH2:12][CH2:13][NH:14][CH:15]([CH3:16])[C:17](=[O:18])[O:19][CH3:20])[C:21](=[O:22])[OH:23].[CH3:52][CH2:53][O:54][C:55](=[O:56])[CH3:57].[CH:32]1([N:33]=[C:34]=[N:35][CH:36]2[CH2:37][CH2:38][CH2:39][CH2:40][CH2:41]2)[CH2:42][CH2:43][CH2:44][CH2:45][CH2:46]1.[O:47]=[CH:48][N:49]([CH3:50])[CH3:51].[OH:24][N:25]1[C:26](=[O:27])[CH2:28][CH2:29][C:30]1=[O:31]>>[C:1]([CH3:2])([CH3:3])([CH3:4])[O:5][C:6](=[O:7])[NH:8][CH:9]1[CH2:10][CH2:11][CH2:12][CH2:13][N:14]([CH:15]([CH3:16])[C:17](=[O:18])[O:19][CH3:20])[C:21]1=[O:23].